Dataset: the Open Reaction Database (ORD), a public repository of structured organic reaction records. Task: describe an organic reaction: reactants, conditions, products, and yield The reactants are C(#N)C1=CC=C(C(=O)NC(NC2=CC(=C(OCC(=O)OC(C)(C)C)C=C2)OCOC(C)(C)C)=O)C=C1 (t-butyl 4-[3-(4-cyanobenzoyl)ureido]-2-(t-butoxymethoxy)phenoxyacetate), N1=CC=CC=C1 (pyridine), S (H2S). Run in C(C)N(CC)CC (triethylamine). The product is C(N)(=S)C1=CC=C(C(=O)NC(NC2=CC(=C(OCC(=O)OC(C)(C)C)C=C2)OCOC(C)(C)C)=O)C=C1 (t-butyl 4-[3-(4-thiocarbamoylbenzoyl)ureido]-2-(t-butoxymethoxy)phenoxyacetate). As a reaction SMILES: [C:1]([C:3]1[CH:36]=[CH:35][C:6]([C:7]([NH:9][C:10](=[O:34])[NH:11][C:12]2[CH:26]=[CH:25][C:15]([O:16][CH2:17][C:18]([O:20][C:21]([CH3:24])([CH3:23])[CH3:22])=[O:19])=[C:14]([O:27][CH2:28][O:29][C:30]([CH3:33])([CH3:32])[CH3:31])[CH:13]=2)=[O:8])=[CH:5][CH:4]=1)#[N:2].N1C=CC=CC=1.[SH2:43]>C(N(CC)CC)C>[C:1]([C:3]1[CH:4]=[CH:5][C:6]([C:7]([NH:9][C:10](=[O:34])[NH:11][C:12]2[CH:26]=[CH:25][C:15]([O:16][CH2:17][C:18]([O:20][C:21]([CH3:24])([CH3:23])[CH3:22])=[O:19])=[C:14]([O:27][CH2:28][O:29][C:30]([CH3:33])([CH3:32])[CH3:31])[CH:13]=2)=[O:8])=[CH:35][CH:36]=1)(=[S:43])[NH2:2]. Procedure: In a similar manner to Example 1, starting material step (b), the product of step (c) (2.2 g), pyridine (186 ml), triethylamine (26 ml) and H2S gas were reacted to give t-butyl 4-[3-(4-thiocarbamoylbenzoyl)ureido]-2-(t-butoxymethoxy)phenoxyacetate (2.6 g) as a yellow solid: m.p. 198°-199° C.; NMR Spectrum (DMSO-d6) 1.43 (9H, s), 1.44 (9H, s), 4.61 (2H, s), 4.66 (2H, s), 6.89 (1H, d), 7.09 (1H, dd), 7.27 (1H, d), 7.98 (4H, m), 9.68 (1H, s), 10.02 (1H, s), 10.66 (1H, s), 11.07 (1H, s); Mass Spectr... Starting materials: O1CCN(CC1)C1=CC=C(C(=O)N)C=C1 (4-morpholinobenzamide), COC=1C=CC(=CC1)P2(=S)SP(=S)(S2)C=3C=CC(=CC3)OC (Lawesson's Reagent). The solvent is C1CCOC1 (THF). Conditions: temperature 70 celsius. Product: O1CCN(CC1)C1=CC=C(C(N)=S)C=C1 (4-morpholinobenzothioamide). Yield: 83.4%. RXN SMILES: [O:1]1[CH2:6][CH2:5][N:4]([C:7]2[CH:15]=[CH:14][C:10]([C:11]([NH2:13])=O)=[CH:9][CH:8]=2)[CH2:3][CH2:2]1.COC1C=CC(P2(SP(C3C=CC(OC)=CC=3)(=S)S2)=[S:25])=CC=1>C1COCC1>[O:1]1[CH2:6][CH2:5][N:4]([C:7]2[CH:15]=[CH:14][C:10]([C:11](=[S:25])[NH2:13])=[CH:9][CH:8]=2)[CH2:3][CH2:2]1. Procedure: To a solution of 4-morpholinobenzamide (4.91 g, 23.80 mmol) in THF (70 mL) was added Lawesson's Reagent (10.60 g, 26.20 mmol) with stirring. The mixture was heated at 70° C. for 4 h, then cooled to rt and concentrated in vacuo. CH2Cl2 (30 mL) and water (100 mL) was added to the residue. The mixture was then filtered and the filter cake was washed with water and dried to give the title compound as a yellow solid (4.41 g, 83.3%). Starting materials: C(C1=CC=CC=C1)OC1=CC(=C(OC=2C=CC(=C(C2)N(C(OC(C)(C)C)=O)C)[N+](=O)[O-])C=C1C(C)(C)C)C(C)(C)C (t-butyl N-[5-(4-benzyloxy-2,5-di-t-butylphenoxy)-2-nitrophenyl]-N-methylcarbamate), 16/16/25. Reagents/catalysts: [Pd] (palladium on carbon). Run in C1(=CC=CC=C1)C.CO.C(C)(=O)OCC (toluene methanol ethyl acetate). Yields the product NC1=C(C=C(C=C1)OC1=C(C=C(C(=C1)C(C)(C)C)O)C(C)(C)C)N(C(OC(C)(C)C)=O)C (t-Butyl N-[2-amino-5-(2,5-di-t-butyl-4-hydroxyphenoxy)phenyl]N-methylcarbamate). The yield is 63.7%. RXN SMILES: C([O:8][C:9]1[C:33]([C:34]([CH3:37])([CH3:36])[CH3:35])=[CH:32][C:12]([O:13][C:14]2[CH:15]=[CH:16][C:17]([N+:29]([O-])=O)=[C:18]([N:20]([CH3:28])[C:21](=[O:27])[O:22][C:23]([CH3:26])([CH3:25])[CH3:24])[CH:19]=2)=[C:11]([C:38]([CH3:41])([CH3:40])[CH3:39])[CH:10]=1)C1C=CC=CC=1>[Pd].C1(C)C=CC=CC=1.CO.C(OCC)(=O)C>[NH2:29][C:17]1[CH:16]=[CH:15][C:14]([O:13][C:12]2[CH:32]=[C:33]([C:34]([CH3:35])([CH3:36])[CH3:37])[C:9]([OH:8])=[CH:10][C:11]=2[C:38]([CH3:40])([CH3:41])[CH3:39])=[CH:19][C:18]=1[N:20]([CH3:28])[C:21](=[O:27])[O:22][C:23]([CH3:26])([CH3:25])[CH3:24] |f:2.3.4|. Procedure details: In a similar manner to that described in Reference Example 7, a reaction was carried out using t-butyl N-[5-(4-benzyloxy-2,5-di-t-butylphenoxy)-2-nitrophenyl]-N-methylcarbamate (7.1 g), palladium on carbon (10%, 0.7 g) and toluene/methanol/ethyl acetate=16/16/25 (57 ml) and the reaction mixture was purified to give the title compound (3.56 g).